This data is from the Open Reaction Database (ORD), a public repository of structured organic reaction records. The task is: describe an organic reaction: reactants, conditions, products, and yield Starting materials: [OH-].[Na+] (sodium hydroxide), BrC1=C(C=C(C(=O)OC)C=C1)C (methyl 4-bromo-3-methylbenzoate), COC1=C(C=CC(=C1)OC)B(O)O (2,4-dimethoxyphenylboronic acid), C([O-])([O-])=O.[K+].[K+] (potassium carbonate). Solvent: C1(=CC=CC=C1)C (toluene), O (water). Reagents/catalysts: C=1C=CC(=CC1)[P](C=2C=CC=CC2)(C=3C=CC=CC3)[Pd]([P](C=4C=CC=CC4)(C=5C=CC=CC5)C=6C=CC=CC6)([P](C=7C=CC=CC7)(C=8C=CC=CC8)C=9C=CC=CC9)[P](C=1C=CC=CC1)(C=1C=CC=CC1)C=1C=CC=CC1 (Pd(PPh3)4). Reported procedure: A suspension of methyl 4-bromo-3-methylbenzoate (3.0 g; 13.1 mmol; 1 eq.), 2,4-dimethoxyphenylboronic acid (Aldrich 483486; 2.62 g; 14.4 mmol; 1.1 eq.), potassium carbonate (9.05 g; 65.5 mmol; 5 eq.) and Pd(PPh3)4 (1.51 g; 1.31 mmol; 0.1 eq.) in toluene (15 mL) and water (15 mL) was refluxed for 6 hours. The reaction mixture was cooled down to room temperature and filtered through a pad of CELITE which was further washed with toluene (200 mL). The filtrate was concentrated in vacuo and the resid... RXN SMILES: Br[C:2]1[CH:11]=[CH:10][C:5]([C:6]([O:8]C)=[O:7])=[CH:4][C:3]=1[CH3:12].[CH3:13][O:14][C:15]1[CH:20]=[C:19]([O:21][CH3:22])[CH:18]=[CH:17][C:16]=1B(O)O.C(=O)([O-])[O-].[K+].[K+].[OH-].[Na+]>C1(C)C=CC=CC=1.O.C1C=CC([P]([Pd]([P](C2C=CC=CC=2)(C2C=CC=CC=2)C2C=CC=CC=2)([P](C2C=CC=CC=2)(C2C=CC=CC=2)C2C=CC=CC=2)[P](C2C=CC=CC=2)(C2C=CC=CC=2)C2C=CC=CC=2)(C2C=CC=CC=2)C2C=CC=CC=2)=CC=1>[CH3:13][O:14][C:15]1[CH:20]=[C:19]([O:21][CH3:22])[CH:18]=[CH:17][C:16]=1[C:2]1[CH:11]=[CH:10][C:5]([C:6]([OH:8])=[O:7])=[CH:4][C:3]=1[CH3:12] |f:2.3.4,5.6,^1:45,47,66,85|. Conditions: time 1 hour. Yields the product COC1=C(C=CC(=C1)OC)C1=C(C=C(C=C1)C(=O)O)C (2′,4′-dimethoxy-2-methylbiphenyl-4-carboxylic acid).